From a dataset of the Open Reaction Database (ORD), a public repository of structured organic reaction records. describe an organic reaction: reactants, conditions, products, and yield Starting materials: CN(C)C=O, COc1cc2c(N)nc(Cl)nc2c(OC)c1OC, O=C1CC2(CCCC2)CC(=O)N1C1CCNCC1, [Na+], [Na+], O=C([O-])[O-]. Yields the product Cl, COc1cc2c(N)nc(N3CCC(N4C(=O)CC5(CCCC5)CC4=O)CC3)nc2c(OC)c1OC. As a reaction SMILES: [CH3:43][N:44]([CH3:45])[CH:46]=[O:47].[NH2:1][c:2]1[n:3][c:4]([Cl:18])[n:5][c:6]2[c:7]([O:16][CH3:17])[c:8]([O:14][CH3:15])[c:9]([O:12][CH3:13])[cH:10][c:11]12.[NH:19]1[CH2:20][CH2:21][CH:22]([N:25]2[C:26](=[O:36])[CH2:27][C:28]3([CH2:29][CH2:30][CH2:31][CH2:32]3)[CH2:33][C:34]2=[O:35])[CH2:23][CH2:24]1.[Na+:37].[Na+:38].[O-:39][C:40](=[O:41])[O-:42]>>[ClH:18].[NH2:1][c:2]1[n:3][c:4]([N:19]2[CH2:20][CH2:21][CH:22]([N:25]3[C:26](=[O:36])[CH2:27][C:28]4([CH2:29][CH2:30][CH2:31][CH2:32]4)[CH2:33][C:34]3=[O:35])[CH2:23][CH2:24]2)[n:5][c:6]2[c:7]([O:16][CH3:17])[c:8]([O:14][CH3:15])[c:9]([O:12][CH3:13])[cH:10][c:11]12. The reactants are Cc1c(Br)c(F)c2oc(C3CC3)nc2c1C#N, CC(C)(C)C1=C(O)C(C)(C(C)(C)C)CC=C1, CCCC[Sn](CCCC)(CCCC)c1nccs1, Cl[Pd]Cl, c1ccc(P(c2ccccc2)c2ccccc2)cc1, c1ccc(P(c2ccccc2)c2ccccc2)cc1, c1ccccc1. Yields the product Cc1c(-c2nccs2)c(F)c2oc(C3CC3)nc2c1C#N. As a reaction SMILES: [Br:1][c:2]1[c:3]([F:17])[c:4]2[c:5]([n:6][c:7]([CH:9]3[CH2:10][CH2:11]3)[o:8]2)[c:12]([C:15]#[N:16])[c:13]1[CH3:14].[C:36]([C:37]1([CH3:38])[C:39]([OH:40])=[C:41]([C:42]([CH3:43])([CH3:44])[CH3:45])[CH:46]=[CH:47][CH2:48]1)([CH3:49])([CH3:50])[CH3:51].[CH2:18]([Sn:19]([CH2:20][CH2:21][CH2:22][CH3:28])([c:23]1[s:24][cH:25][cH:26][n:27]1)[CH2:29][CH2:30][CH2:31][CH3:32])[CH2:33][CH2:34][CH3:35].[Pd:58]([Cl:59])[Cl:60].[c:61]1([P:62]([c:63]2[cH:64][cH:65][cH:66][cH:67][cH:68]2)[c:69]2[cH:70][cH:71][cH:72][cH:73][cH:74]2)[cH:75][cH:76][cH:77][cH:78][cH:79]1.[c:80]1([P:81]([c:82]2[cH:83][cH:84][cH:85][cH:86][cH:87]2)[c:88]2[cH:89][cH:90][cH:91][cH:92][cH:93]2)[cH:94][cH:95][cH:96][cH:97][cH:98]1.[cH:52]1[cH:53][cH:54][cH:55][cH:56][cH:57]1>>[c:2]1(-[c:23]2[s:24][cH:25][cH:26][n:27]2)[c:3]([F:17])[c:4]2[c:5]([n:6][c:7]([CH:9]3[CH2:10][CH2:11]3)[o:8]2)[c:12]([C:15]#[N:16])[c:13]1[CH3:14].